describe an organic reaction: reactants, conditions, products, and yield From a dataset of the Open Reaction Database (ORD), a public repository of structured organic reaction records. Starting materials: CC1CNC(C)CN1, NS(N)(=O)=O, C1COCCO1. Yields the product CC1CN(S(N)(=O)=O)C(C)CN1. As a reaction SMILES: [CH3:1][CH:2]1[NH:3][CH2:4][CH:5]([CH3:8])[NH:6][CH2:7]1.[NH2:9][S:10]([NH2:11])(=[O:12])=[O:13].[O:14]1[CH2:15][CH2:16][O:17][CH2:18][CH2:19]1>>[CH3:1][CH:2]1[N:3]([S:10]([NH2:9])(=[O:12])=[O:13])[CH2:4][CH:5]([CH3:8])[NH:6][CH2:7]1. Starting materials: OC1=C2C=CN(C2=CC=C1)C (4-hydroxy-1-methylindole), COC1=C(C=C(C=O)C=C1OC)I (4,5-dimethoxy-3-iodo-benzaldehyde), C(CC#N)#N (malononitrile). The product is NC=1OC2=C3C(=CC=C2C(C1C#N)C1=CC(=C(C(=C1)OC)OC)I)N(C=C3)C (2-Amino-3-cyano-4-(4,5-dimethoxy-3-iodophenyl)-7-methyl-4H-pyrrolo[2,3-h]chromene), white solids. The yield is 69.0%. As a reaction SMILES: [OH:1][C:2]1[CH:10]=[CH:9][CH:8]=[C:7]2[C:3]=1[CH:4]=[CH:5][N:6]2[CH3:11].[CH3:12][O:13][C:14]1[C:21]([O:22][CH3:23])=[CH:20][C:17]([CH:18]=O)=[CH:16][C:15]=1[I:24].[C:25](#[N:29])[CH2:26][C:27]#[N:28]>>[NH2:29][C:25]1[O:1][C:2]2[C:10]([CH:18]([C:17]3[CH:20]=[C:21]([O:22][CH3:23])[C:14]([O:13][CH3:12])=[C:15]([I:24])[CH:16]=3)[C:26]=1[C:27]#[N:28])=[CH:9][CH:8]=[C:7]1[N:6]([CH3:11])[CH:5]=[CH:4][C:3]=21. Procedure details: The title compound was prepared from 4-hydroxy-1-methylindole (40 mg, 0.27 mmol), 4,5-dimethoxy-3-iodo-benzaldehyde (80 mg, 0.27 mmol) and malononitrile (18 mg, 0.27 mmol) similar to Example 24 to yield 91 mg (69%) of white solids. 1H NMR (CDCl3): 7.19 (d, J=1.8 Hz, 1H), 7.07-7.02 (m, 2H), 6.77-6.74 (m, 2H), 6.57 (d, J=3.3 Hz, 1H), 4.76 (s, 1H), 4.69 (brs, 2H), 3.81-3.78 (m, 9H). The reactants are CC(C)(C)CC1NC(C(=O)Nc2ccn(CC(C)(C)OCC3CO3)n2)C(c2cccc(Cl)c2F)C1(C#N)c1ccc(Cl)cc1F, CNC, CC(C)O. The product is CN(C)CC(O)COC(C)(C)Cn1ccc(NC(=O)C2NC(CC(C)(C)C)C(C#N)(c3ccc(Cl)cc3F)C2c2cccc(Cl)c2F)n1. As a reaction SMILES: [CH3:1][C:2]([CH2:3][n:4]1[n:5][c:6]([NH:9][C:10](=[O:11])[CH:12]2[NH:13][CH:14]([CH2:35][C:36]([CH3:37])([CH3:38])[CH3:39])[C:15]([C:25]#[N:26])([c:27]3[c:28]([F:34])[cH:29][c:30]([Cl:33])[cH:31][cH:32]3)[CH:16]2[c:17]2[c:18]([F:24])[c:19]([Cl:23])[cH:20][cH:21][cH:22]2)[cH:7][cH:8]1)([CH3:40])[O:41][CH2:42][CH:43]1[O:44][CH2:45]1.[CH3:46][NH:47][CH3:48].[CH:49]([OH:50])([CH3:51])[CH3:52]>>[CH3:1][C:2]([CH2:3][n:4]1[n:5][c:6]([NH:9][C:10](=[O:11])[CH:12]2[NH:13][CH:14]([CH2:35][C:36]([CH3:37])([CH3:38])[CH3:39])[C:15]([C:25]#[N:26])([c:27]3[c:28]([F:34])[cH:29][c:30]([Cl:33])[cH:31][cH:32]3)[CH:16]2[c:17]2[c:18]([F:24])[c:19]([Cl:23])[cH:20][cH:21][cH:22]2)[cH:7][cH:8]1)([CH3:40])[O:41][CH2:42][CH:43]([OH:44])[CH2:45][N:47]([CH3:46])[CH3:48]. Reactants: CO, COC(=O)C1CCC(C(=O)OC)CC1, [K+], [OH-], O. The product is COC(=O)C1CCC(C(=O)O)CC1. Reaction SMILES: [CH3:18][OH:19].[CH3:1][O:2][C:3](=[O:4])[CH:5]1[CH2:6][CH2:7][CH:8]([C:11](=[O:12])[O:13][CH3:14])[CH2:9][CH2:10]1.[K+:16].[OH-:15].[OH2:17]>>[CH3:1][O:2][C:3](=[O:4])[CH:5]1[CH2:6][CH2:7][CH:8]([C:11](=[O:12])[OH:13])[CH2:9][CH2:10]1. Starting materials: CC(=O)O[BH-](OC(C)=O)OC(C)=O, Cn1cc(C=O)cn1, ClCCl, COCCOCOc1cc(CC2CNCCN2C(=O)c2cc(C(F)(F)F)cc(C(F)(F)F)c2)ccc1C, [Na+]. Product: COCCOCOc1cc(CC2CN(Cc3cnn(C)c3)CCN2C(=O)c2cc(C(F)(F)F)cc(C(F)(F)F)c2)ccc1C. As a reaction SMILES: [C:1]([O:2][BH-:3]([O:4][C:5](=[O:6])[CH3:7])[O:8][C:9](=[O:10])[CH3:11])(=[O:12])[CH3:13].[CH3:52][n:53]1[n:54][cH:55][c:56]([CH:58]=[O:59])[cH:57]1.[Cl:60][CH2:61][Cl:62].[F:15][C:16]([c:17]1[cH:18][c:19]([C:20](=[O:21])[N:22]2[CH:23]([CH2:28][c:29]3[cH:30][c:31]([O:36][CH2:37][O:38][CH2:39][CH2:40][O:41][CH3:42])[c:32]([CH3:35])[cH:33][cH:34]3)[CH2:24][NH:25][CH2:26][CH2:27]2)[cH:43][c:44]([C:46]([F:47])([F:48])[F:49])[cH:45]1)([F:50])[F:51].[Na+:14]>>[F:15][C:16]([c:17]1[cH:18][c:19]([C:20](=[O:21])[N:22]2[CH:23]([CH2:28][c:29]3[cH:30][c:31]([O:36][CH2:37][O:38][CH2:39][CH2:40][O:41][CH3:42])[c:32]([CH3:35])[cH:33][cH:34]3)[CH2:24][N:25]([CH2:58][c:56]3[cH:55][n:54][n:53]([CH3:52])[cH:57]3)[CH2:26][CH2:27]2)[cH:43][c:44]([C:46]([F:47])([F:48])[F:49])[cH:45]1)([F:50])[F:51]. As a reaction SMILES: [CH2:1]([O:8][C:9]([N:11]1[CH2:16][CH2:15][C:14]([C:20]2[CH:29]=[CH:28][C:27]3[C:22](=[CH:23][CH:24]=[CH:25][CH:26]=3)[CH:21]=2)([C:17](O)=[O:18])[CH2:13][CH2:12]1)=[O:10])[C:2]1[CH:7]=[CH:6][CH:5]=[CH:4][CH:3]=1.FC(F)(F)C(O)=O>ClCCl>[CH:17]([C:14]1([C:20]2[CH:29]=[CH:28][C:27]3[C:22](=[CH:23][CH:24]=[CH:25][CH:26]=3)[CH:21]=2)[CH2:13][CH2:12][N:11]([C:9]([O:8][CH2:1][C:2]2[CH:7]=[CH:6][CH:5]=[CH:4][CH:3]=2)=[O:10])[CH2:16][CH2:15]1)=[O:18]. Solvent: ClCCl (dichloromethane). Conditions: time 2 hour. Yields the product C(=O)C1(CCN(CC1)C(=O)OCC1=CC=CC=C1)C1=CC2=CC=CC=C2C=C1 (Benzyl 4-formyl-4-(2-naphthyl)piperidine-1-carboxylate). Procedure: 1-[(Benzyloxy)carbonyl]-4-(2-naphthyl)piperidine-4-carboxylic acid To a solution of 1.60 g (3.59 mmol) of Intermediate 9 in 10 mL of anhydrous dichloromethane was added 10 mL of trifluoroacetic acid. The resulting mixture was stirred at ambient temperature for 2 h and then all volatiles were removed in vacuo. The resulting residue was dissolved in 15 mL of anhydrous toluene and all volatiles were again removed in vacuo to afford the title compound as a white solid. LC/MS 390.2 (M+1). Starting materials: C(C1=CC=CC=C1)OC(=O)N1CCC(CC1)(C(=O)O)C1=CC2=CC=CC=C2C=C1 (1-[(Benzyloxy)carbonyl]-4-(2-naphthyl)piperidine-4-carboxylic acid), Intermediate 9, FC(C(=O)O)(F)F (trifluoroacetic acid). Reactants: CC1(C)Oc2c(Br)cccc2C1Br, CC(=O)[O-], CN(C)C=O, [K+]. The product is CC(=O)OC1c2cccc(Br)c2OC1(C)C. Reaction SMILES: [Br:1][CH:2]1[C:3]([CH3:12])([CH3:13])[O:4][c:5]2[c:6]1[cH:7][cH:8][cH:9][c:10]2[Br:11].[CH3:15][C:16]([O-:17])=[O:18].[CH3:19][N:20]([CH3:21])[CH:22]=[O:23].[K+:14]>>[CH:2]1([O:18][C:16]([CH3:15])=[O:17])[C:3]([CH3:12])([CH3:13])[O:4][c:5]2[c:6]1[cH:7][cH:8][cH:9][c:10]2[Br:11]. Starting materials: COc1ccccc1Oc1cccc(CN)c1, COC(=O)c1c(I)cccc1CBr, CCOC(C)=O, Cc1ccccc1, CCCCCC, [K+], [K+], O=C([O-])[O-]. Yields the product COc1ccccc1Oc1cccc(CN2Cc3cccc(I)c3C2=O)c1. RXN SMILES: [CH3:14][O:15][c:16]1[c:17]([O:18][c:19]2[cH:20][c:21]([CH2:22][NH2:23])[cH:24][cH:25][cH:26]2)[cH:27][cH:28][cH:29][cH:30]1.[CH3:1][O:2][C:3]([c:4]1[c:5]([CH2:11][Br:12])[cH:6][cH:7][cH:8][c:9]1[I:10])=[O:13].[CH3:37][CH2:38][O:39][C:40](=[O:41])[CH3:42].[CH3:43][c:44]1[cH:45][cH:46][cH:47][cH:48][cH:49]1.[CH3:50][CH2:51][CH2:52][CH2:53][CH2:54][CH3:55].[K+:31].[K+:32].[O-:33][C:34]([O-:35])=[O:36]>>[C:3]1(=[O:13])[c:4]2[c:5]([cH:6][cH:7][cH:8][c:9]2[I:10])[CH2:11][N:23]1[CH2:22][c:21]1[cH:20][c:19]([O:18][c:17]2[c:16]([O:15][CH3:14])[cH:30][cH:29][cH:28][cH:27]2)[cH:26][cH:25][cH:24]1.